This data is from the Open Reaction Database (ORD), a public repository of structured organic reaction records. The task is: describe an organic reaction: reactants, conditions, products, and yield Starting materials: C=CC12CCC(O1)C(C)(CCCOS(C)(=O)=O)OC2, [Na+], C1CCOC1, [OH-], O, OO. Yields the product CC1(CCCOS(C)(=O)=O)OCC2(CCO)CCC1O2. As a reaction SMILES: [CH3:1][S:2](=[O:3])(=[O:4])[O:5][CH2:6][CH2:7][CH2:8][C:9]1([CH3:19])[O:10][CH2:11][C:12]2([CH:17]=[CH2:18])[CH2:13][CH2:14][CH:15]1[O:16]2.[Na+:21].[O:25]1[CH2:26][CH2:27][CH2:28][CH2:29]1.[OH-:20].[OH2:24].[OH:22][OH:23]>>[CH3:1][S:2](=[O:3])(=[O:4])[O:5][CH2:6][CH2:7][CH2:8][C:9]1([CH3:19])[O:10][CH2:11][C:12]2([CH2:17][CH2:18][OH:20])[CH2:13][CH2:14][CH:15]1[O:16]2.